Task: describe an organic reaction: reactants, conditions, products, and yield. Dataset: the Open Reaction Database (ORD), a public repository of structured organic reaction records The reactants are CCCCCC (hexane), 7α-methyl-4-androstene-3,19-diones, C(C)OCC (diethyl ether), C[C@@]12CCC[C@H]1[C@@H]1C=CC3=CC(CC[C@]3(C=O)[C@H]1CC2)=O (4,6-androstadiene-3,19-dione), dimethyllithium copper. The solvent is O1CCCC1 (tetrahydrofuran), O1CCCC1 (Tetrahydrofuran). The product is C[C@H]1[C@H]2[C@@H]3CCC[C@@]3(C)CC[C@@H]2[C@]2(CCC(CC2=C1)=O)C=O (7α-methyl-5-androstene-3,19-dione). RXN SMILES: [CH3:1][C@:2]12[CH2:20][CH2:19][C@H:18]3[C@@H:7]([CH:8]=[CH:9][C:10]4[C@:15]3([CH:16]=[O:17])[CH2:14][CH2:13][C:12](=[O:21])[CH:11]=4)[C@@H:6]1[CH2:5][CH2:4][CH2:3]2.[CH2:22](OCC)C.CCCCCC>O1CCCC1>[CH3:22][C@@H:8]1[CH:9]=[C:10]2[C@:15]([CH:16]=[O:17])([CH2:14][CH2:13][C:12](=[O:21])[CH2:11]2)[C@@H:18]2[C@@H:7]1[C@H:6]1[C@@:2]([CH2:20][CH2:19]2)([CH3:1])[CH2:3][CH2:4][CH2:5]1. Procedure details: The 7α-methyl-4-androstene-3,19-diones are produced by alkylating the corresponding 4,6-androstadiene-3,19-dione with dimethyllithium copper in an inert solvent such as diethyl ether, tetrahydrofuran, hexane or mixtures of these at temperatures ranging from -78° C. to 25° C. Tetrahydrofuran is the preferred solvent and temperatures between -5° C. to 10° C. provide optimum results. Quenching the initially formed enolate anion with a weak protonating agent such as a saturated solution of ammonium ... Reactants: C(C)N (Ethylamine), CO (methanol), S(=O)(=O)(C1=CC=C([N+](=O)[O-])C=C1)Cl (Nosyl chloride). Run in O (Water). Run at temperature 0 celsius. Product: C(C)NS(=O)(=O)C1=CC=C(C=C1)[N+](=O)[O-] (N-Ethyl-4-nitro-benzenesulfonamide). The yield is 79.0%. Reaction SMILES: [CH2:1]([NH2:3])[CH3:2].CO.[S:6](Cl)([C:9]1[CH:17]=[CH:16][C:12]([N+:13]([O-:15])=[O:14])=[CH:11][CH:10]=1)(=[O:8])=[O:7]>O>[CH2:1]([NH:3][S:6]([C:9]1[CH:10]=[CH:11][C:12]([N+:13]([O-:15])=[O:14])=[CH:16][CH:17]=1)(=[O:7])=[O:8])[CH3:2]. Reported procedure: To a 40-mL vial with magnetic stir bar at 25° C. was added the Ethylamine solution (0.91 g, 20 mmol, 1.3 mL, 70% w/v in water, 4.5 eq.) and methanol (5 mL). The reaction vial was cooled to 0° C. The Nosyl chloride (1.0 g, 4.5 mmol, 1 eq.) was added portion-wise keeping the temperature between 0-5° C. and stirring continued ×15 min. after addition was complete. Water (10 mL) was then added. A precipitate began to form immediately. Stirring was continued at 0° C.×30 minutes. The material was colle... Reactants: C(C1=CC=CC=C1)OC(NC(CC1=CC(=C(C=C1)OCC1=CC=CC=C1)C(C)(C)C)CS(=O)(=O)C)=O (2-(4-benzyloxy-3-t-butylphenyl)-1-methanesulfonylmethylethylcarbamic acid benzyl ester), [H][H] (hydrogen). Reagents/catalysts: [OH-].[OH-].[Pd+2] (palladium hydroxide/carbon). Solvent: CO (methanol). Yield: 100.1%. Procedure: A mixture of 2-(4-benzyloxy-3-t-butylphenyl)-1-methanesulfonylmethylethylcarbamic acid benzyl ester (1.0 g, 1.96 mmol) and 20% palladium hydroxide/carbon (0.08 g) in methanol (16 ml) was stirred at room temperature in a hydrogen atmosphere overnight. The reaction mixture was filtered and the filtrate was concentrated under reduced pressure; the thus obtained residue was subjected to silica gel column chromatography (developing solvent: chloroform:methanol:aqueous ammonia=100:10:1), giving the ti... Yields the product C(C)(C)(C)C=1C=C(C=CC1O)CC(CS(=O)(=O)C)N (2-(3-t-butyl-4-hydroxyphenyl)-1-methanesulfonylmethylethylamine). Reaction SMILES: C(OC(=O)[NH:10][CH:11]([CH2:31][S:32]([CH3:35])(=[O:34])=[O:33])[CH2:12][C:13]1[CH:18]=[CH:17][C:16]([O:19]CC2C=CC=CC=2)=[C:15]([C:27]([CH3:30])([CH3:29])[CH3:28])[CH:14]=1)C1C=CC=CC=1.[H][H]>CO.[OH-].[OH-].[Pd+2]>[C:27]([C:15]1[CH:14]=[C:13]([CH2:12][CH:11]([NH2:10])[CH2:31][S:32]([CH3:35])(=[O:34])=[O:33])[CH:18]=[CH:17][C:16]=1[OH:19])([CH3:30])([CH3:28])[CH3:29] |f:3.4.5|. The reactants are O=C([O-])[O-], CO, [I-], [K+], [K+], O=Cc1ccccc1[N+](=O)[O-], O, c1ccc([P+](Cc2n[nH]c3ccccc23)(c2ccccc2)c2ccccc2)cc1. The product is O=[N+]([O-])c1ccccc1C=Cc1n[nH]c2ccccc12. As a reaction SMILES: [C:42](=[O:43])([O-:44])[O-:45].[CH3:49][OH:50].[I-:1].[K+:46].[K+:47].[N+:31](=[O:32])([O-:33])[c:34]1[c:35]([CH:36]=[O:37])[cH:38][cH:39][cH:40][cH:41]1.[OH2:48].[nH:2]1[n:3][c:4]([CH2:11][P+:12]([c:13]2[cH:14][cH:15][cH:16][cH:17][cH:18]2)([c:19]2[cH:20][cH:21][cH:22][cH:23][cH:24]2)[c:25]2[cH:26][cH:27][cH:28][cH:29][cH:30]2)[c:5]2[cH:6][cH:7][cH:8][cH:9][c:10]12>>[nH:2]1[n:3][c:4]([CH:11]=[CH:36][c:35]2[c:34]([N+:31](=[O:32])[O-:33])[cH:41][cH:40][cH:39][cH:38]2)[c:5]2[cH:6][cH:7][cH:8][cH:9][c:10]12. The reactants are C(C1=CC=2OCOC2C=C1)Cl (piperonyl chloride), C(N)(=N)C1=CC(=C(C(=C1)Br)O)Br (4-amidino-2,6-dibromophenol), C(C)OCC (ethyl ether). Solvent: N1=CC=CC=C1 (pyridine). Reaction conditions: time 3 hour. Yields the product C1OC=2C=C(C(=O)OC3=C(C=C(C=C3Br)C(N)=N)Br)C=CC2O1 (4-amidino-2,6-dibromophenyl 3,4-methylenedioxybenzoate). RXN SMILES: [C:1]([C:4]1[CH:9]=[C:8]([Br:10])[C:7]([OH:11])=[C:6]([Br:12])[CH:5]=1)(=[NH:3])[NH2:2].[CH2:13](Cl)[C:14]1[CH:22]=[CH:21][C:20]2[O:19][CH2:18][O:17][C:16]=2[CH:15]=1.C([O:26]CC)C>N1C=CC=CC=1>[CH2:18]1[O:19][C:20]2[CH:21]=[CH:22][C:14]([C:13]([O:11][C:7]3[C:6]([Br:12])=[CH:5][C:4]([C:1](=[NH:2])[NH2:3])=[CH:9][C:8]=3[Br:10])=[O:26])=[CH:15][C:16]=2[O:17]1. Reported procedure: To a solution of 5 g of 4-amidino-2,6-dibromophenol in 100 ml of pyridine, while being cooled in ice and stirred, was added 2.4 g of piperonyl chloride. The mixture was stirred for 30 minutes while being cooled in ice, then for 3 hours at room temperature, and mixed with about 300 cc of ethyl ether. The precipitate which was formed was collected by filtration and recrystallized from ethanol to obtain 4.8 g of colorless crystals of 4-amidino-2,6-dibromophenyl 3,4-methylenedioxybenzoate methanesul... The reactants are O=C([O-])c1cc(Br)cnc1Cl, O=C(Cl)C(=O)Cl, ClCCl, N, [Na+], CN(C)C=O. The product is NC(=O)c1cc(Br)cnc1Cl. As a reaction SMILES: [Br:1][c:2]1[cH:3][n:4][c:5]([Cl:11])[c:6]([C:7](=[O:8])[O-:9])[cH:10]1.[Cl:13][C:14]([C:15]([Cl:16])=[O:17])=[O:18].[Cl:25][CH2:26][Cl:27].[NH3:24].[Na+:12].[O:19]=[CH:20][N:21]([CH3:22])[CH3:23]>>[Br:1][c:2]1[cH:3][n:4][c:5]([Cl:11])[c:6]([C:7](=[O:8])[NH2:21])[cH:10]1.